This data is from the Open Reaction Database (ORD), a public repository of structured organic reaction records. The task is: describe an organic reaction: reactants, conditions, products, and yield The reactants are C(=O)(O)[O-].[Na+] (NaHCO3), N#N (N2), [N+](=O)([O-])CCCC(C)=O (5-nitro-pentan-2-one), C(CO)O (Ethylene glycol), CC=1C=CC(=CC1)S(=O)(=O)O (p-TsOH). Yields the product CC1(OCCO1)CCC[N+](=O)[O-] (2-Methyl-2-(3-nitro-propyl)-[1,3]dioxolane). Conditions: temperature 120 celsius, time 5 hour. Solvent: C1(=CC=CC=C1)C (toluene). Procedure details: In a flame dried round-bottomed flask equipped with a magnetic stir bar and a Dean-Stark apparatus and under inert atmosphere (N2), crude 5-nitro-pentan-2-one (28.53 mmol) was dissolved in dry toluene (28 mL). Ethylene glycol (10.2 mL, 183.02 mmol) and p-TsOH (696 mg, 3.66 mmol) were added and the reaction mixture stirred at 120° C. for 5 h. The reaction mixture was then cooled down to rt and sat. aq. NaHCO3 was added. The layers were separated and the org. layer washed with brine (2×), dried ov... Reaction SMILES: N#N.[N+:3]([CH2:6][CH2:7][CH2:8][C:9](=[O:11])[CH3:10])([O-:5])=[O:4].[CH2:12](O)[CH2:13][OH:14].CC1C=CC(S(O)(=O)=O)=CC=1.C([O-])(O)=O.[Na+]>C1(C)C=CC=CC=1>[CH3:10][C:9]1([CH2:8][CH2:7][CH2:6][N+:3]([O-:5])=[O:4])[O:14][CH2:13][CH2:12][O:11]1 |f:4.5|. Reactants: O (water), ClC(=O)OCC(C)C (isobutyl chloroformate), CN1CCOCC1 (N-methylmorpholine), N([C@@H]([C@@H](C)CC)C(=O)N[C@@H](C)C(=O)O)C(=O)OCC1=CC=CC=C1 (Z-Ile-Ala-OH), CO (methanol), dipeptide, O (water), mixed acid anhydride. Reagents/catalysts: [Pd] (palladium black). Solvent: O1CCCC1 (tetrahydrofuran), CN(C=O)C (dimethylformamide), C(C)N(CC)CC (triethylamine), O1CCCC1 (tetrahydrofuran). Conditions: temperature -10 celsius. The product is N([C@@H](CC(N)=O)C(=O)O)C(=O)OCC1=CC=CC=C1 (Z-Asn-OH). As a reaction SMILES: [NH:1]([C:15]([O:17][CH2:18][C:19]1[CH:24]=[CH:23][CH:22]=[CH:21][CH:20]=1)=[O:16])[C@H:2]([C:7](N[C@H](C(O)=O)C)=[O:8])[C@H:3](CC)C.[CH3:25][OH:26].ClC(OCC(C)C)=O.C[N:36]1CCOCC1.[OH2:42]>C(N(CC)CC)C.O1CCCC1.[Pd].CN(C)C=O>[NH:1]([C:15]([O:17][CH2:18][C:19]1[CH:20]=[CH:21][CH:22]=[CH:23][CH:24]=1)=[O:16])[C@H:2]([C:7]([OH:8])=[O:42])[CH2:3][C:25](=[O:26])[NH2:36]. Procedure: 3.36 g of Z-Ile-Ala-OH was catalytically reduced in a mixed solvent of 20 ml of methanol and 15 ml of water in the presence of palladium black. The resulting dipeptide was dissolved in 20 ml of water containing 1.4 ml of triethylamine and 16 ml of tetrahydrofuran and cooled to -10° C. To this solution was added a mixed acid anhydride obtained from 3.46 g of Z-Asn-OH, 1.67 ml of isobutyl chloroformate and 1.42 ml of N-methylmorpholine at -10° C. in a mixed solution of 15 ml of dimethylformamide a... Yields the product CNCCN1CCCCC1 (2-(N-Methylamino)-1-(N-piperidinyl)ethane). As a reaction SMILES: [CH2:1]([N:8]([CH2:10][CH2:11][N:12]1[CH2:17][CH2:16][CH2:15][CH2:14][CH2:13]1)C)C1C=CC=CC=1>CCO.[OH-].[OH-].[Pd+2]>[CH3:1][NH:8][CH2:10][CH2:11][N:12]1[CH2:17][CH2:16][CH2:15][CH2:14][CH2:13]1 |f:2.3.4|. Run in CCO (EtOH). Reported procedure: A solution of the title compound of Step 11 (1.85 g, 7.96mmol) and 20% Pd(OH)2 on carbon in EtOH (50 mL) was placed under a hydrogen atmosphere (60 psi) at room temperature for 17 hours. The mixture was filtered and concentrated to give the title compound as a clear, yellow liquid (1.02 g, 90% crude yield). The proton spectral data were consistent with the proposed structure. Reagents/catalysts: [OH-].[OH-].[Pd+2] (Pd(OH)2 on carbon). Starting materials: C(C1=CC=CC=C1)N(C)CCN1CCCCC1 (2-(N-Benzyl-N-methylamino)-1-(N-piperidinyl)ethane). Reactants: S(O)(O)(=O)=O (Sulphuric acid), [N+](=O)(O)[O-] (nitric acid), O (water), N1C2C(CC1=O)CC1=CC=CC=C12 (3,3a,4,8b-tetrahydro-1H-indeno[1,2-b]pyrrol-2-one), O (water). Run in [N+](=O)([O-])C (nitromethane). Conditions: temperature 5 celsius, time 1.5 hour. Yields the product [N+](=O)([O-])C1=CC=C2CC3C(NC(C3)=O)C2=C1 (7-nitro-3,3a,4,8b-tetrahydro-1H-indeno[1,2-b]pyrrol-2-one). Yield: 73.1%. Reaction SMILES: S(=O)(=O)(O)O.[N+:6]([O-:9])(O)=[O:7].O.[NH:11]1[C:15](=[O:16])[CH2:14][CH:13]2[CH2:17][C:18]3[C:23]([CH:12]12)=[CH:22][CH:21]=[CH:20][CH:19]=3>[N+](C)([O-])=O>[N+:6]([C:21]1[CH:22]=[C:23]2[C:18]([CH2:17][CH:13]3[CH2:14][C:15](=[O:16])[NH:11][CH:12]32)=[CH:19][CH:20]=1)([O-:9])=[O:7]. Procedure: Sulphuric acid (72 mL) was added to a cooled mixture of nitric acid (63.5 mmol, 4.4 mL) and water (11.3 mL), and the mixture was added dropwise to a cold (2-8° C.) suspension of 3,3a,4,8b-tetrahydro-1H-indeno[1,2-b]pyrrol-2-one (10 g, 57.7 mmol) in nitromethane (100 mL). The mixture was stirred 1.5 h at 2-8° C. after end of addition, and poured onto a mixture of ice and water (1 L). The white suspension was stirred for one hour, filtered and washed with water. The white solid was suspended in 1 ... The reactants are Cl(=O)[O-].[Na+] (sodium chlorite), O.O.OP(=O)(O)[O-].[Na+] (sodium phosphate monobasic dihydrate), Cl(=O)[O-].[Na+] (sodium chlorite), O.O.OP(=O)(O)[O-].[Na+] (sodium phosphate monobasic dihydrate), ClC1=C(C=C2C(=CNC2=C1)C=O)C1=CC=C(C=C1)C1CN(CC1)S(=O)(=O)C (6-chloro-5-{4-[1-(methylsulfonyl)pyrrolidin-3-yl]phenyl}-1H-indole-3-carbaldehyde). Run in O (H2O), CC(C)=CC (2-methyl-2-butene), O (water), C(C)#N (acetonitrile), C(C)(C)(C)O (tert-butanol), CC(C)=CC (2-methyl-2-butene). Run at temperature 0 celsius, time 2 hour. The product is ClC1=C(C=C2C(=CNC2=C1)C(=O)O)C1=CC=C(C=C1)C1CN(CC1)S(=O)(=O)C (6-chloro-5-{4-[1-(methylsulfonyl)pyrrolidin-3-yl]phenyl}-1H-indole-3-carboxylic acid). Isolated yield 44.9%. As a reaction SMILES: [Cl:1][C:2]1[CH:10]=[C:9]2[C:5]([C:6]([CH:11]=[O:12])=[CH:7][NH:8]2)=[CH:4][C:3]=1[C:13]1[CH:18]=[CH:17][C:16]([CH:19]2[CH2:23][CH2:22][N:21]([S:24]([CH3:27])(=[O:26])=[O:25])[CH2:20]2)=[CH:15][CH:14]=1.Cl([O-])=[O:29].[Na+].O.O.OP([O-])(O)=O.[Na+]>C(#N)C.C(O)(C)(C)C.O.CC(=CC)C>[Cl:1][C:2]1[CH:10]=[C:9]2[C:5]([C:6]([C:11]([OH:29])=[O:12])=[CH:7][NH:8]2)=[CH:4][C:3]=1[C:13]1[CH:14]=[CH:15][C:16]([CH:19]2[CH2:23][CH2:22][N:21]([S:24]([CH3:27])(=[O:26])=[O:25])[CH2:20]2)=[CH:17][CH:18]=1 |f:1.2,3.4.5.6|. Procedure: To a solution of 6-chloro-5-{4-[1-(methylsulfonyl)pyrrolidin-3-yl]phenyl}-1H-indole-3-carbaldehyde (120 mg, 0.298 mmol) in acetonitrile (5 mL) and tert-butanol (5 mL) was added 2-methyl-2-butene (4 mL). The reaction mixture was cooled to 0° C. and treated with a solution of sodium chlorite (299.5 mg, 3.29 mmol) and sodium phosphate monobasic dihydrate (697 mg, 4.47 mmol) in water (2 mL) dropwise. After the reaction mixture was stirred for 2 h at room temperature, additional sodium chlorite (399.... Starting materials: BrC=1C=C2COC(=O)C2=CC1 (5-bromophthalide), C1CC(=O)N(C1=O)Br (NBS), CC(C)(C#N)N=NC(C)(C)C#N (AIBN), crude material, C=1C=CC(=CC1)CCNN.OS(=O)(=O)O (phenelzine sulfate), C(=O)(O)[O-].[Na+] (NaHCO3). Run in C(C)OCC (diethyl ether), C(Cl)(Cl)(Cl)Cl (carbon tetrachloride), C(C)O (ethanol). Reaction conditions: time 8 hour. The product is BrC=1C=C2C=NN(C(C2=CC1)=O)CCC1=CC=CC=C1 (6-bromo-2-phenethyl-1-phthalazinone). Yield: 60.0%. As a reaction SMILES: [Br:1][C:2]1[CH:3]=[C:4]2[C:9](=[CH:10][CH:11]=1)[C:7](=[O:8])O[CH2:5]2.C1C(=O)N(Br)C(=O)C1.CC(N=NC(C#N)(C)C)(C#N)C.[CH:32]1[CH:33]=[CH:34][C:35]([CH2:38][CH2:39][NH:40][NH2:41])=[CH:36][CH:37]=1.OS(O)(=O)=O.C([O-])(O)=O.[Na+]>C(Cl)(Cl)(Cl)Cl.C(O)C.C(OCC)C>[Br:1][C:2]1[CH:3]=[C:4]2[C:9](=[CH:10][CH:11]=1)[C:7](=[O:8])[N:40]([CH2:39][CH2:38][C:35]1[CH:36]=[CH:37][CH:32]=[CH:33][CH:34]=1)[N:41]=[CH:5]2 |f:3.4,5.6|. Procedure: A solution of 5-bromophthalide (1.0 g, 4.7 mmol, 1.0 equiv) and NBS (850 mg, 4.7 mmol, 1.0 equiv) in carbon tetrachloride (15 mL) was treated with AIBN (50 mg, cat.) and heated to reflux overnight. The hot reaction mixture was filtered and the filtrate concentrated to a yellowish solid (1.38 g, quant.). Crude 1H NMR indicated this material contained ca. 80% of the desired 3,5-dibromophthalide, and it was carried on without further purification. An aliquot of this crude material (250 mg, 0.69 mmo... Reactants: [BH4-], COCOc1ccc(Br)cc1C=O, CO, [Na+]. The product is COCOc1ccc(Br)cc1CO. RXN SMILES: [BH4-:14].[Br:1][c:2]1[cH:3][cH:4][c:5]([O:10][CH2:11][O:12][CH3:13])[c:6]([CH:7]=[O:8])[cH:9]1.[CH3:16][OH:17].[Na+:15]>>[Br:1][c:2]1[cH:3][cH:4][c:5]([O:10][CH2:11][O:12][CH3:13])[c:6]([CH2:7][OH:8])[cH:9]1.